Dataset: the Open Reaction Database (ORD), a public repository of structured organic reaction records. Task: describe an organic reaction: reactants, conditions, products, and yield Reactants: CCOC(=O)c1cn(C)c(-c2ccccc2)n1, CCO, Cl, [Na+], [OH-]. Yields the product Cn1cc(C(=O)O)nc1-c1ccccc1. Reaction SMILES: [CH3:1][n:2]1[c:3](-[c:12]2[cH:13][cH:14][cH:15][cH:16][cH:17]2)[n:4][c:5]([C:7](=[O:8])[O:9][CH2:10][CH3:11])[cH:6]1.[CH3:21][CH2:22][OH:23].[ClH:20].[Na+:19].[OH-:18]>>[CH3:1][n:2]1[c:3](-[c:12]2[cH:13][cH:14][cH:15][cH:16][cH:17]2)[n:4][c:5]([C:7](=[O:8])[OH:9])[cH:6]1.